This data is from the Open Reaction Database (ORD), a public repository of structured organic reaction records. The task is: describe an organic reaction: reactants, conditions, products, and yield Starting materials: C([O-])(O)=O.[Na+] (sodium bicarbonate), Cl.O=C1C(C=NC=C1)C(=O)OC (methyl 4-oxo-3-pyridinecarboxylate hydrochloride), C1(=CC=CC=C1)S (thiophenol), polyphosphoric acid. Solvent: O (water). Conditions: temperature 100 celsius, time 4 hour. Yields the product Cl.C1NCCC2=C1C(C1=C(S2)C=CC=C1)=O (1,2,3,4-tetrahydro-10H-(1)-benzothiopyrano[3,2-c]pyridin-10-one hydrochloride). The yield is 54.0%. As a reaction SMILES: [ClH:1].O=[C:3]1[CH:8]=[CH:7][N:6]=[CH:5][CH:4]1[C:9]([O:11]C)=O.[C:13]1([SH:19])[CH:18]=[CH:17][CH:16]=[CH:15][CH:14]=1.C(=O)(O)[O-].[Na+]>O>[ClH:1].[CH2:5]1[C:4]2[C:9](=[O:11])[C:14]3[CH:15]=[CH:16][CH:17]=[CH:18][C:13]=3[S:19][C:3]=2[CH2:8][CH2:7][NH:6]1 |f:0.1,3.4,6.7|. Procedure details: 2.33 g of methyl 4-oxo-3-pyridinecarboxylate hydrochloride and 1.1 ml of thiophenol were slowly added at 100° C. with stirring to 35 g of polyphosphoric acid and the mixture was stirred at 100° C. for 4 hours and was then poured into 500 ml of water. The pH of the mixture was adjusted to 8 by addition of sodium bicarbonate and the mixture was extracted with chloroform three times. The organic phase was washed with water, dried over magnesium sulfate and filtered and the filtrate was evaporated t... Starting materials: Cl (HCl), C1(=CC=CC=C1)C=1OC2=C(N1)C=CC(=C2)C(=O)OC (Methyl 2-phenyl-benzoxazole-6-carboxylate), [Li+].[OH-] (LiOH), O (H2O). The solvent is C1CCOC1 (THF), CO (MeOH). Run at time 6 hour. Product: C1(=CC=CC=C1)C=1OC2=C(N1)C=CC(=C2)C(=O)O (2-Phenyl-benzoxazole-6-carboxylic acid). Isolated yield 97.3%. Reaction SMILES: [C:1]1([C:7]2[O:8][C:9]3[CH:15]=[C:14]([C:16]([O:18]C)=[O:17])[CH:13]=[CH:12][C:10]=3[N:11]=2)[CH:6]=[CH:5][CH:4]=[CH:3][CH:2]=1.[Li+].[OH-].O.Cl>C1COCC1.CO>[C:1]1([C:7]2[O:8][C:9]3[CH:15]=[C:14]([C:16]([OH:18])=[O:17])[CH:13]=[CH:12][C:10]=3[N:11]=2)[CH:2]=[CH:3][CH:4]=[CH:5][CH:6]=1 |f:1.2|. Procedure: A mixture of methyl 2-phenyl-benzoxazole-6-carboxylate 25c (0.37 g, 1.46 mmol) and LiOH (0.10 g, 4.2 mmol) in THF (4 mL), MeOH (4 mL), and H2O (4 mL) was stirred at room temperature for 6 h. Aqueous 1N HCl solution was added to the mixture to adjust pH to 3˜4. The resulting mixture was extracted with EtOAc (2×). The organic solution was washed with aq. NaCl, dried over Na2SO4 and concentrated to give 25d (0.34 g). Reactants: CC(C)Cc1ccc(C(CC(=O)O)C(=O)O)s1, CC(=O)Cl. The product is CC(C)Cc1ccc(C2CC(=O)OC2=O)s1. Reaction SMILES: [CH2:1]([CH:2]([CH3:3])[CH3:4])[c:5]1[cH:6][cH:7][c:8]([CH:10]([C:11](=[O:12])[OH:13])[CH2:14][C:15](=[O:16])[OH:17])[s:9]1.[CH3:18][C:19](=[O:20])[Cl:21]>>[CH2:1]([CH:2]([CH3:3])[CH3:4])[c:5]1[cH:6][cH:7][c:8]([CH:10]2[C:11](=[O:13])[O:17][C:15](=[O:16])[CH2:14]2)[s:9]1.